Dataset: the Open Reaction Database (ORD), a public repository of structured organic reaction records. Task: describe an organic reaction: reactants, conditions, products, and yield Reactants: C(C(C)(C)C)(=O)SC\C(\C(=O)O)=C\C1=CC=CC=C1 ((E)-2-pivaloylthiomethyl -3-phenylpropenoic acid), NCCC(=O)OCC1=CC=CC=C1 (benzyl β-alaninate). Product: O=C(/C(=C\C1=CC=CC=C1)/CSC(C(C)(C)C)=O)NCCC(=O)OCC1=CC=CC=C1 (benzyl N-(E)-[1-oxo-2-(pivaloylthiomethyl)-3-phenylpropenyl]-β-alaninate). Reaction SMILES: [C:1]([S:7][CH2:8]/[C:9](=[CH:13]/[C:14]1[CH:19]=[CH:18][CH:17]=[CH:16][CH:15]=1)/[C:10]([OH:12])=O)(=[O:6])[C:2]([CH3:5])([CH3:4])[CH3:3].[NH2:20][CH2:21][CH2:22][C:23]([O:25][CH2:26][C:27]1[CH:32]=[CH:31][CH:30]=[CH:29][CH:28]=1)=[O:24]>>[O:12]=[C:10]([NH:20][CH2:21][CH2:22][C:23]([O:25][CH2:26][C:27]1[CH:32]=[CH:31][CH:30]=[CH:29][CH:28]=1)=[O:24])/[C:9](/[CH2:8][S:7][C:1](=[O:6])[C:2]([CH3:3])([CH3:4])[CH3:5])=[CH:13]\[C:14]1[CH:19]=[CH:18][CH:17]=[CH:16][CH:15]=1. Procedure: The (E)-2-pivaloylthiomethyl -3-phenylpropenoic acid above is coupled with benzyl β-alaninate according to the experimental procedure described in Example 1 (step D).